Dataset: the Open Reaction Database (ORD), a public repository of structured organic reaction records. Task: describe an organic reaction: reactants, conditions, products, and yield Reactants: Cl (HCl), O[C@@H]1[C@H](C[C@@H]2CC[C@H]3[C@@H]4CC[C@@H]([C@@]4(C)C[C@H]([C@@H]3[C@]2(C1)C)NCCC(C)C)C(=O)OC)O (Methyl 2β,3α-dihydroxy-11α-(3-methylbutylamino)-5α-androstane-17β-carboxylate). Solvent: O (water), O (water). Product: Cl.O[C@@H]1[C@H](C[C@@H]2CC[C@H]3[C@@H]4CC[C@@H]([C@@]4(C)C[C@H]([C@@H]3[C@]2(C1)C)NCCC(C)C)C(=O)OC)O (Methyl 2β,3α-dihydroxy-11α-(3-methylbutylamino)5α-androstane-17β-carboxylate hydrochloride). Isolated yield 1.0%. RXN SMILES: [ClH:1].[OH:2][C@H:3]1[CH2:20][C@@:19]2([CH3:21])[C@@H:6]([CH2:7][CH2:8][C@@H:9]3[C@@H:18]2[C@H:17]([NH:22][CH2:23][CH2:24][CH:25]([CH3:27])[CH3:26])[CH2:16][C@@:14]2([CH3:15])[C@H:10]3[CH2:11][CH2:12][C@@H:13]2[C:28]([O:30][CH3:31])=[O:29])[CH2:5][C@@H:4]1[OH:32]>O>[ClH:1].[OH:2][C@H:3]1[CH2:20][C@@:19]2([CH3:21])[C@@H:6]([CH2:7][CH2:8][C@@H:9]3[C@@H:18]2[C@H:17]([NH:22][CH2:23][CH2:24][CH:25]([CH3:27])[CH3:26])[CH2:16][C@@:14]2([CH3:15])[C@H:10]3[CH2:11][CH2:12][C@@H:13]2[C:28]([O:30][CH3:31])=[O:29])[CH2:5][C@@H:4]1[OH:32] |f:3.4|. Procedure details: A solution (2.34 ml; 0.0979M) of HCl in water was added to the product of Example 1 (100 mg) and the mixture stirred until a clear solution was obtained. The solution was made up to 10 g with water to give a 1% solution with pH 3.8.